Dataset: the Open Reaction Database (ORD), a public repository of structured organic reaction records. Task: describe an organic reaction: reactants, conditions, products, and yield Starting materials: CN(C)C=O, CC(C)(C)OC(=O)N1CCc2[nH]c(C(F)(F)F)nc2C1, Fc1ccc(CBr)cc1, [H-], [Na+]. Product: CC(C)(C)OC(=O)N1CCc2c(nc(C(F)(F)F)n2Cc2ccc(F)cc2)C1. RXN SMILES: [CH3:32][N:33]([CH3:34])[CH:35]=[O:36].[F:1][C:2]([c:3]1[nH:4][c:5]2[c:6]([n:18]1)[CH2:7][N:8]([C:11](=[O:12])[O:13][C:14]([CH3:15])([CH3:16])[CH3:17])[CH2:9][CH2:10]2)([F:19])[F:20].[F:23][c:24]1[cH:25][cH:26][c:27]([CH2:28][Br:29])[cH:30][cH:31]1.[H-:21].[Na+:22]>>[F:1][C:2]([c:3]1[n:4]([CH2:28][c:27]2[cH:26][cH:25][c:24]([F:23])[cH:31][cH:30]2)[c:5]2[c:6]([n:18]1)[CH2:7][N:8]([C:11](=[O:12])[O:13][C:14]([CH3:15])([CH3:16])[CH3:17])[CH2:9][CH2:10]2)([F:19])[F:20]. Starting materials: CC1(OB(OC1(C)C)C1=CC=C(CN2C=CC3=CC=CC(=C23)C(=O)OC)C=C1)C (methyl 1-[4-(4,4,5,5-tetramethyl-1,3,2-dioxaborolan-2-yl)benzyl]-1H-indole-7-carboxylate), [F-].[Cs+] (cesium fluoride), BrC=1C=NC=CC1 (3-bromopyridine). Reagents/catalysts: [Pd].C1(=CC=CC=C1)P([C-]1C=CC=C1)C1=CC=CC=C1.[C-]1(C=CC=C1)P(C1=CC=CC=C1)C1=CC=CC=C1.[Fe+2] (1,1′-bis(diphenylphosphino)ferrocene palladium). The solvent is O1CCOCC1 (dioxane). Conditions: temperature 100 celsius, time 21 hour. Product: N1=CC(=CC=C1)C1=CC=C(CN2C=CC3=CC=CC(=C23)C(=O)OC)C=C1 (methyl 1-(4-pyridin-3-yl benzyl)-1H-indole-7-carboxylate). The yield is 99.0%. RXN SMILES: CC1(C)C(C)(C)OB([C:9]2[CH:28]=[CH:27][C:12]([CH2:13][N:14]3[C:22]4[C:17](=[CH:18][CH:19]=[CH:20][C:21]=4[C:23]([O:25][CH3:26])=[O:24])[CH:16]=[CH:15]3)=[CH:11][CH:10]=2)O1.[F-].[Cs+].Br[C:33]1[CH:34]=[N:35][CH:36]=[CH:37][CH:38]=1>[Pd].C1(P(C2C=CC=CC=2)[C-]2C=CC=C2)C=CC=CC=1.[C-]1(P(C2C=CC=CC=2)C2C=CC=CC=2)C=CC=C1.[Fe+2].O1CCOCC1>[N:35]1[CH:36]=[CH:37][CH:38]=[C:33]([C:9]2[CH:28]=[CH:27][C:12]([CH2:13][N:14]3[C:22]4[C:17](=[CH:18][CH:19]=[CH:20][C:21]=4[C:23]([O:25][CH3:26])=[O:24])[CH:16]=[CH:15]3)=[CH:11][CH:10]=2)[CH:34]=1 |f:1.2,4.5.6.7|. Reported procedure: To methyl 1-[4-(4,4,5,5-tetramethyl-1,3,2-dioxaborolan-2-yl)benzyl]-1H-indole-7-carboxylate (0.15 g), 1,1′-bis(diphenylphosphino)ferrocene palladium (14 mg), cesium fluoride (0.17 g), and 3-bromopyridine (79 mg) was added dioxane (4.5 mL), followed by stirring at 100° C. for 21 hours under an argon atmosphere. The reaction mixture was purified by silica gel column chromatography (hexane/ethyl acetate=2/1-1/1) to obtain methyl 1-(4-pyridin-3-yl benzyl)-1H-indole-7-carboxylate (0.13 g). Starting materials: ClC=1C=C2C(=CN1)NC(=C2)C(=O)O (5-chloro-1H-pyrrolo[2,3-c]pyridine-2-carboxylic acid), O=C(CN)C1=CC=CC=C1 (2-oxo-2-phenylethylamine). The product is O=C(CNC(=O)C1=CC=2C(=CN=C(C2)Cl)N1)C1=CC=CC=C1 (5-Chloro-1H-pyrrolo[2,3-c]pyridine-2-carboxylic acid (2-oxo-2-phenylethyl)amide). RXN SMILES: [Cl:1][C:2]1[CH:3]=[C:4]2[CH:10]=[C:9]([C:11]([OH:13])=O)[NH:8][C:5]2=[CH:6][N:7]=1.[O:14]=[C:15]([C:18]1[CH:23]=[CH:22][CH:21]=[CH:20][CH:19]=1)[CH2:16][NH2:17]>>[O:14]=[C:15]([C:18]1[CH:23]=[CH:22][CH:21]=[CH:20][CH:19]=1)[CH2:16][NH:17][C:11]([C:9]1[NH:8][C:5]2=[CH:6][N:7]=[C:2]([Cl:1])[CH:3]=[C:4]2[CH:10]=1)=[O:13]. Procedure details: The title compound was prepared as outlined in EXAMPLE 1 from 5-chloro-1H-pyrrolo[2,3-c]pyridine-2-carboxylic acid (Preparation 18) and 2-oxo-2-phenylethylamine. The product was purified by mass directed purification to give the title compound as an orange solid. m/z (ES+)=314 [M+H]+; RT=3.30 min. Starting materials: ferrous sulfate heptahydrate, Cl (hydrochloric acid), [N+](=O)([O-])C1=C(C=O)C=CC=C1 (o-nitrobenzaldehyde), O.N (ammonia water), [Cl-].[Na+] (sodium chloride), O.N (ammonia water), O.N (ammonia water). Run in O (water). Product: NC1=C(C=O)C=CC=C1 (o-aminobenzaldehyde). Yield: 60.3%. As a reaction SMILES: Cl.[N+:2]([C:5]1[CH:12]=[CH:11][CH:10]=[CH:9][C:6]=1[CH:7]=[O:8])([O-])=O.O.N.[Cl-].[Na+]>O>[NH2:2][C:5]1[CH:12]=[CH:11][CH:10]=[CH:9][C:6]=1[CH:7]=[O:8] |f:2.3,4.5|. Reported procedure: In a four-necked flask, there were placed 175 ml of water, 10.5 g of ferrous sulfate heptahydrate, 0.5 ml of concentrated hydrochloric acid and 6 g of o-nitrobenzaldehyde, then the flask was heated at 90° C. on a water-bath. Into the reaction mixture in the flask, 25 ml of a concentrated ammonia water was added in one-time with stirring, further 30 ml of ammonia water was added in three times in every 2 minutes. After finished the addition of ammonia water, the reaction mixture was subjected to ... The yield is 79.0%. Reaction SMILES: [OH:1][C:2]1[CH:18]=[CH:17][C:5]2[CH2:6][CH2:7][C:8]([CH2:11][CH2:12][C:13]([O:15][CH3:16])=[O:14])([CH3:10])[O:9][C:4]=2[C:3]=1[CH2:19][CH2:20][CH3:21].[Br:22][CH2:23][CH2:24][CH2:25]Br.[OH-].[Na+]>S([O-])(O)(=O)=O.C([N+](CCCC)(CCCC)CCCC)CCC.C(Cl)Cl>[Br:22][CH2:23][CH2:24][CH2:25][O:1][C:2]1[CH:18]=[CH:17][C:5]2[CH2:6][CH2:7][C:8]([CH2:11][CH2:12][C:13]([O:15][CH3:16])=[O:14])([CH3:10])[O:9][C:4]=2[C:3]=1[CH2:19][CH2:20][CH3:21] |f:2.3,4.5|. Reported procedure: To a solution of 1.7 g (5.51 mmole) of the title compound from Example 10, 1.1 ml (11 mmoles) of 1,3-dibromopropane and 1.9 g (11 mmole) of tetrabutylammonium hydrogen sulfate in 12 ml of methylene chloride was added 5.5 ml of 2M sodium hydroxide solution. The reaction mixture was heated to reflux for 15 minutes and cooled. The organic layer was separated, washed with brine, dried over sodium sulfate, filtered, and concentrated to dryness. Chromatography of the residue on silica gel using 10% et... The product is BrCCCOC1=C(C2=C(CCC(O2)(C)CCC(=O)OC)C=C1)CCC (methyl 3-[7-(3-bromopropoxy)3,4-dihydro-2-methyl-8-propyl-2H-1-benzopyran-2-yl]propanoate). Starting materials: OC1=C(C2=C(CCC(O2)(C)CCC(=O)OC)C=C1)CCC (methyl 3-(3,4-dihydro-7-hydroxy-2-methyl -8-propyl-2H-1-benzopyran-2-yl)propanoate), BrCCCBr (1,3-dibromopropane), [OH-].[Na+] (sodium hydroxide). Reagents/catalysts: S(=O)(=O)(O)[O-].C(CCC)[N+](CCCC)(CCCC)CCCC (tetrabutylammonium hydrogen sulfate). Run in C(Cl)Cl (methylene chloride). The reactants are ClC1=NC(=CN=C1)OCC1=C(C=CC(=C1)OC)OC (2-chloro-6-[(2,5-dimethoxybenzyl)oxy]pyrazine), C(=O)([O-])[O-].[K+].[K+] (K2CO3), COC1=C(CO)C=C(C=C1)OC (2,5-dimethoxybenzyl alcohol), N1CCNCC1 (piperazine). The product is COC1=C(COC2=NC(=CN=C2)N2CCNCC2)C=C(C=C1)OC (2-[(2,5-Dimethoxybenzyl)oxy]-6-(1-piperazinyl)pyrazine). Reaction SMILES: Cl[C:2]1[CH:7]=[N:6][CH:5]=[C:4]([O:8][CH2:9][C:10]2[CH:15]=[C:14]([O:16][CH3:17])[CH:13]=[CH:12][C:11]=2[O:18][CH3:19])[N:3]=1.COC1C=CC(OC)=CC=1CO.[NH:32]1[CH2:37][CH2:36][NH:35][CH2:34][CH2:33]1.C([O-])([O-])=O.[K+].[K+]>>[CH3:19][O:18][C:11]1[CH:12]=[CH:13][C:14]([O:16][CH3:17])=[CH:15][C:10]=1[CH2:9][O:8][C:4]1[CH:5]=[N:6][CH:7]=[C:2]([N:32]2[CH2:37][CH2:36][NH:35][CH2:34][CH2:33]2)[N:3]=1 |f:3.4.5|. Procedure: The title compound was prepared according to the procedure of example 50, step 2, starting from 2-chloro-6-[(2,5-dimethoxybenzyl)oxy]pyrazine (1.02 g, 3.63 mmol; obtained according to the procedure of example 50, step 1, starting from 2,5-dimethoxybenzyl alcohol), piperazine (0.94 g, 10.9 mmol) and K2CO3 (0.50 g, 3.63 mmol). The yield of the title compound was 0.64 g (53%) which was obtained as a beige solid. Purity 100% (HPLC). MS m/z 331 (M+H)+. HRMS m/z calcd for C17H22N4O3 (M)+ 330.1692, fou... The reactants are NC1C(N(C2=C(C(=N1)C1=CC=CC=C1)C=CC=C2)C)=O (3(R,S)-amino-1,3-dihydro-1-methyl-5-phenyl-2H-1,4-benzodiazepin-2-one), CC=1C=C(C=CC1)N=C=O (3-methylphenylisocyanate). Run in O1CCCC1 (tetrahydrofuran). Run at time 8 hour. Product: CN1C(C(N=C(C2=C1C=CC=C2)C2=CC=CC=C2)NC(=O)NC2=CC(=CC=C2)C)=O (N-(2,3-Dihydro-1-methyl-2-oxo-5-phenyl-1H-1,4-benzodiazepin-3-yl)-N'-(3-methylphenyl)-urea). RXN SMILES: [NH2:1][CH:2]1[N:8]=[C:7]([C:9]2[CH:14]=[CH:13][CH:12]=[CH:11][CH:10]=2)[C:6]2[CH:15]=[CH:16][CH:17]=[CH:18][C:5]=2[N:4]([CH3:19])[C:3]1=[O:20].[CH3:21][C:22]1[CH:23]=[C:24]([N:28]=[C:29]=[O:30])[CH:25]=[CH:26][CH:27]=1>O1CCCC1>[CH3:19][N:4]1[C:5]2[CH:18]=[CH:17][CH:16]=[CH:15][C:6]=2[C:7]([C:9]2[CH:14]=[CH:13][CH:12]=[CH:11][CH:10]=2)=[N:8][CH:2]([NH:1][C:29]([NH:28][C:24]2[CH:25]=[CH:26][CH:27]=[C:22]([CH3:21])[CH:23]=2)=[O:30])[C:3]1=[O:20]. Procedure details: Equimolar amounts of 3(R,S)-amino-1,3-dihydro-1-methyl-5-phenyl-2H-1,4-benzodiazepin-2-one and 3-methylphenylisocyanate were mixed in 8 ml of dry tetrahydrofuran at room temperature. The reaction mixture was allowed to stand for 8 hours and was then filtered. The collected solids were washed with tetrahydrofuran and dried in vacuo over P2O5 to give the analytical product: m.p. 207°-209° C.